This data is from the Open Reaction Database (ORD), a public repository of structured organic reaction records. The task is: describe an organic reaction: reactants, conditions, products, and yield The reactants are CO, COC(=O)c1cnc2c(c1)cc(C(=CC1CCCC1)c1ccc(SC)nc1)n2S(=O)(=O)c1ccccc1, [O-][I+3]([O-])([O-])[O-], [Na+], O. The product is COC(=O)c1cnc2c(c1)cc(C(=CC1CCCC1)c1ccc(S(C)=O)nc1)n2S(=O)(=O)c1ccccc1. As a reaction SMILES: [CH3:45][OH:46].[CH3:7][O:8][C:9](=[O:10])[c:11]1[cH:12][c:13]2[c:14]([n:15][cH:16]1)[n:17]([S:35](=[O:36])(=[O:37])[c:38]1[cH:39][cH:40][cH:41][cH:42][cH:43]1)[c:18]([C:20](=[CH:21][CH:22]1[CH2:23][CH2:24][CH2:25][CH2:26]1)[c:27]1[cH:28][n:29][c:30]([S:33][CH3:34])[cH:31][cH:32]1)[cH:19]2.[I+3:1]([O-:2])([O-:3])([O-:4])[O-:5].[Na+:6].[OH2:44]>>[O:2]=[S:33]([c:30]1[n:29][cH:28][c:27]([C:20]([c:18]2[n:17]([S:35](=[O:36])(=[O:37])[c:38]3[cH:39][cH:40][cH:41][cH:42][cH:43]3)[c:14]3[c:13]([cH:12][c:11]([C:9]([O:8][CH3:7])=[O:10])[cH:16][n:15]3)[cH:19]2)=[CH:21][CH:22]2[CH2:23][CH2:24][CH2:25][CH2:26]2)[cH:32][cH:31]1)[CH3:34]. The reactants are CCOc1cc(-c2ccncc2)ccc1[N+](=O)[O-], CCOC(C)=O, CO. Product: CCOc1cc(-c2ccncc2)ccc1N. Reaction SMILES: [CH2:1]([CH3:2])[O:3][c:4]1[cH:5][c:6](-[c:13]2[cH:14][cH:15][n:16][cH:17][cH:18]2)[cH:7][cH:8][c:9]1[N+:10]([O-:11])=[O:12].[CH3:19][CH2:20][O:21][C:22]([CH3:23])=[O:24].[CH3:25][OH:26]>>[CH2:1]([CH3:2])[O:3][c:4]1[cH:5][c:6](-[c:13]2[cH:14][cH:15][n:16][cH:17][cH:18]2)[cH:7][cH:8][c:9]1[NH2:10].